Dataset: the Open Reaction Database (ORD), a public repository of structured organic reaction records. Task: describe an organic reaction: reactants, conditions, products, and yield The reactants are O=C(O)c1cnc(OCC2CC2)cn1, CC1(C)OC(N)=NC(C)(c2cc(N)ccc2F)C1(F)F. Product: CC1(C)OC(N)=NC(C)(c2cc(NC(=O)c3cnc(OCC4CC4)cn3)ccc2F)C1(F)F. RXN SMILES: [CH:21]1([CH2:24][O:25][c:26]2[n:27][cH:28][c:29]([C:32](=[O:33])[OH:34])[n:30][cH:31]2)[CH2:22][CH2:23]1.[NH2:1][c:2]1[cH:3][cH:4][c:5]([F:20])[c:6]([C:8]2([CH3:19])[N:9]=[C:10]([NH2:18])[O:11][C:12]([CH3:16])([CH3:17])[C:13]2([F:14])[F:15])[cH:7]1>>[NH:1]([c:2]1[cH:3][cH:4][c:5]([F:20])[c:6]([C:8]2([CH3:19])[N:9]=[C:10]([NH2:18])[O:11][C:12]([CH3:16])([CH3:17])[C:13]2([F:14])[F:15])[cH:7]1)[C:32]([c:29]1[cH:28][n:27][c:26]([O:25][CH2:24][CH:21]2[CH2:22][CH2:23]2)[cH:31][n:30]1)=[O:33]. The reactants are C1(CC1)N1CCC(C2=CC(=C(C=C12)F)F)=O (1-Cyclopropyl-6,7-difluoro-1,2,3,4-tetrahydro-4-oxoquinoline), C1(=C(C(=O)C(=C(C1=O)Cl)Cl)Cl)Cl (p-chloranil), 1-B. Product: C1(CC1)N1C=CC(C2=CC(=C(C=C12)F)F)=O (1-cyclopropyl-6,7-difluoro-1,4-dihydro-4-oxoquinoline). Isolated yield 86.8%. RXN SMILES: [CH:1]1([N:4]2[C:13]3[C:8](=[CH:9][C:10]([F:15])=[C:11]([F:14])[CH:12]=3)[C:7](=[O:16])[CH2:6][CH2:5]2)[CH2:3][CH2:2]1.C1(Cl)C(=O)C(Cl)=C(Cl)C(=O)C=1Cl>>[CH:1]1([N:4]2[C:13]3[C:8](=[CH:9][C:10]([F:15])=[C:11]([F:14])[CH:12]=3)[C:7](=[O:16])[CH:6]=[CH:5]2)[CH2:3][CH2:2]1. Procedure: 1-Cyclopropyl-6,7-difluoro-1,2,3,4-tetrahydro-4-oxoquinoline(10 g) and p-chloranil (22 g) were reacted in the same method as described in Preparation 1-B to give the white above-indicated compound(8.6 g). Reactants: CC(C)(C)OC(=O)C[C@@H](C(=O)O)N(C)C(=O)OCC1=CC=CC=C1.C1CCC(CC1)NC2CCCCC2 (Z-N-Me-Asp(OtBu)—OH DCHA), C(C1=CC=CC=C1)CN (N-Benzylmethylamine), Cl.CO (HCl MeOH). The product is Cl.C(C)(C)(C)OC(C[C@@H](C(=O)N(C)CC1=CC=CC=C1)NC)=O ((S)-N-Benzyl-N-methyl-3-methylamino-succinamic acid tert-butyl ester-HCl). Reaction SMILES: [CH3:1][C:2]([O:5][C:6]([CH2:8][C@H:9]([N:13]([C:15](OCC1C=CC=CC=1)=O)C)[C:10](O)=[O:11])=[O:7])([CH3:4])[CH3:3].C1CC[CH:28]([NH:31]C2CCCCC2)CC1.[CH2:38](CN)[C:39]1[CH:44]=[CH:43][CH:42]=[CH:41][CH:40]=1.[ClH:47].CO>>[ClH:47].[C:2]([O:5][C:6](=[O:7])[CH2:8][C@H:9]([NH:13][CH3:15])[C:10]([N:31]([CH2:38][C:39]1[CH:40]=[CH:41][CH:42]=[CH:43][CH:44]=1)[CH3:28])=[O:11])([CH3:4])([CH3:3])[CH3:1] |f:0.1,3.4,5.6|. Reported procedure: Z-N-Me-Asp(OtBu)—OH DCHA salt (1:1) and N-Benzylmethylamine according to 1.2., followed by deprotection (6.1.) and treatment with HCl/MeOH to give (S)-N-Benzyl-N-methyl-3-methylamino-succinamic acid tert-butyl ester-HCl, MS: 307 (MH+) Starting materials: O1[C@@H](CCCCC(=O)OC)C[C@H]2[C@@H]1C[C@H]([C@H]2\C=C\[C@H](C(CCCC)F)O)C(=O)OC ([6S,8R,9S,11R,12S,15R]methyl 6,9-epoxy-11-carbomethoxy-16-fluoro-15-hydroxyprost-(13E)-enoate), O1[C@@H](CCCCC(=O)O)C[C@H]2C1C[C@H]([C@H]2\C=C\[C@H](C(CCCC)F)O)C(=O)O ([6S,8R,11R,12S,15R]-6,9-epoxy-11-carboxy-16-fluoro-15-hydroxyprost-(13E)-enoic acid). Product: O1[C@@H](CCCCC(=O)O)C[C@H]2[C@@H]1C[C@H]([C@H]2\C=C\[C@H](C(CCCC)F)O)C(=O)O ([6S,8R,9S,11R,12S,15R]6,9-Epoxy-11-carboxy-16-fluoro-15-hydroxyprost-(13E)-enoic acid). As a reaction SMILES: [O:1]1[C@H:13]2[CH2:14][C@@H:15]([C:27]([O:29]C)=[O:28])[C@@H:16](/[CH:17]=[CH:18]/[C@@H:19]([OH:26])[CH:20]([F:25])[CH2:21][CH2:22][CH2:23][CH3:24])[C@H:12]2[CH2:11][C@@H:2]1[CH2:3][CH2:4][CH2:5][CH2:6][C:7]([O:9]C)=[O:8].O1C2C[C@@H](C(O)=O)[C@@H](/C=C/[C@@H](O)C(F)CCCC)[C@H]2C[C@@H]1CCCCC(O)=O>>[O:1]1[C@H:13]2[CH2:14][C@@H:15]([C:27]([OH:29])=[O:28])[C@@H:16](/[CH:17]=[CH:18]/[C@@H:19]([OH:26])[CH:20]([F:25])[CH2:21][CH2:22][CH2:23][CH3:24])[C@H:12]2[CH2:11][C@@H:2]1[CH2:3][CH2:4][CH2:5][CH2:6][C:7]([OH:9])=[O:8]. Reported procedure: By the procedure of Example 3, [6S,8R,9S,11R,12S,15R]methyl 6,9-epoxy-11-carbomethoxy-16-fluoro-15-hydroxyprost-(13E)-enoate was converted to [6S,8R,11R,12S,15R]-6,9-epoxy-11-carboxy-16-fluoro-15-hydroxyprost-(13E)-enoic acid.